Dataset: the Open Reaction Database (ORD), a public repository of structured organic reaction records. Task: describe an organic reaction: reactants, conditions, products, and yield Reactants: ClC1=NNC(C2=CC=CC=C12)=O (4-chlorophthalazin-1(2H)-one), C1(=CC=CC=C1)S (thiophenol), C(=O)([O-])[O-].[K+].[K+] (K2CO3). The solvent is CN(C)C=O (DMF), CCOC(=O)C (EtOAc). The product is C1(=CC=CC=C1)SC1=NNC(C2=CC=CC=C12)=O (4-(phenylthio)phthalazin-1(2H)-one). Yield: 83.3%. RXN SMILES: Cl[C:2]1[C:11]2[C:6](=[CH:7][CH:8]=[CH:9][CH:10]=2)[C:5](=[O:12])[NH:4][N:3]=1.[C:13]1([SH:19])[CH:18]=[CH:17][CH:16]=[CH:15][CH:14]=1.C([O-])([O-])=O.[K+].[K+]>CN(C=O)C.CCOC(C)=O>[C:13]1([S:19][C:2]2[C:11]3[C:6](=[CH:7][CH:8]=[CH:9][CH:10]=3)[C:5](=[O:12])[NH:4][N:3]=2)[CH:18]=[CH:17][CH:16]=[CH:15][CH:14]=1 |f:2.3.4|. Procedure: A mixture of 4-chlorophthalazin-1(2H)-one (2.1 g, 12 mmol), thiophenol (2.6 g, 23 mmol), and K2CO3 (2.4 g, 17 mmol) in DMF (40 mL) was microwaved at 125° C. for 30 minutes, diluted with EtOAc, washed with water and brine, dried (Na2SO4), filtered, concentrated, and triturated with Et2O to give the title compound (2.5 g, 10 mmol): 1H NMR (400 MHz, DMSO-d6) δ 12.88 (s, 1H), 8.28 (dd, J=7.8, 1.1, 1H), 8.06-7.99 (m, 1H), 7.98-7.92 (m, 1H), 7.92-7.85 (m, 1H), 7.44 (d, J=1.2, 2H), 7.38 (s, 3H).